From a dataset of the Open Reaction Database (ORD), a public repository of structured organic reaction records. describe an organic reaction: reactants, conditions, products, and yield The reactants are BrN1C(CCC1=O)=O (N-bromosuccinimide), CC(C)(C#N)N=NC(C)(C)C#N (AIBN), CC1(CCCCC1)C1=C(OC(C(=O)OC)C2=CC=CC=C2)C=CC(=C1)C (methyl 2-(2-(1-methylcyclohex-1-yl)-4-methylphenoxy) -2-phenylacetate). Run in C(Cl)(Cl)(Cl)Cl (CCl4). The product is BrCC1=CC(=C(OC(C(=O)OC)C2=CC=CC=C2)C=C1)C1(CCCCC1)C (methyl 2-(4-bromomethyl-2-(1-methylcyclohex -1-yl)phenoxy)-2-phenylacetate). The yield is 21.3%. Reaction SMILES: [CH3:1][C:2]1([C:8]2[CH:25]=[C:24]([CH3:26])[CH:23]=[CH:22][C:9]=2[O:10][CH:11]([C:16]2[CH:21]=[CH:20][CH:19]=[CH:18][CH:17]=2)[C:12]([O:14][CH3:15])=[O:13])[CH2:7][CH2:6][CH2:5][CH2:4][CH2:3]1.[Br:27]N1C(=O)CCC1=O.CC(N=NC(C#N)(C)C)(C#N)C>C(Cl)(Cl)(Cl)Cl>[Br:27][CH2:26][C:24]1[CH:23]=[CH:22][C:9]([O:10][CH:11]([C:16]2[CH:17]=[CH:18][CH:19]=[CH:20][CH:21]=2)[C:12]([O:14][CH3:15])=[O:13])=[C:8]([C:2]2([CH3:1])[CH2:3][CH2:4][CH2:5][CH2:6][CH2:7]2)[CH:25]=1. Procedure: To a solution of 0.780 g (2.21 mmol) of the product of Step A dissolved in 12 mL of CCl4 was added 0.394 g (2.21 mmol) of N-bromosuccinimide and 20 mg (catalytic amount) of AIBN. The mixture was stirred and refluxed under a N2 atmosphere for 6 hours. The mixture was then cooled, filtered and evaporated in vacuo. The residue was purified on a silica gel flash chromatography column eluted with 7% ethyl acetate/hexane to afford 0.203 g (21%) of the title compound. The reactants are BrC=1C=NN2C1N=C(C(=C2)C2=CC=CC=C2)C2=CC=C(C=O)C=C2 (4-(3-bromo-6-phenylpyrazolo[1,5-a]pyrimidin-5-yl)benzaldehyde), C(CCC)[Sn](C=C)(CCCC)CCCC (tributyl(vinyl)stannane), C(=O)([O-])[O-].[K+].[K+] (K2CO3). Reagents/catalysts: Cl[Pd]([P](C1=CC=CC=C1)(C2=CC=CC=C2)C3=CC=CC=C3)([P](C4=CC=CC=C4)(C5=CC=CC=C5)C6=CC=CC=C6)Cl (Pd(PPh3)2Cl2), [Cl-].C(C)[N+](CC)(CC)CC (tetraethylammonium chloride). Run in C1CCOC1 (THF), O (water), ClCCl (dichloromethane). The product is C1(=CC=CC=C1)C=1C(=NC=2N(C1)N=CC2C=C)C2=CC=C(C=O)C=C2 (4-(6-Phenyl-3-vinylpyrazolo[1,5-a]pyrimidin-5-yl)benzaldehyde). Reaction SMILES: Br[C:2]1[CH:3]=[N:4][N:5]2[CH:10]=[C:9]([C:11]3[CH:16]=[CH:15][CH:14]=[CH:13][CH:12]=3)[C:8]([C:17]3[CH:24]=[CH:23][C:20]([CH:21]=[O:22])=[CH:19][CH:18]=3)=[N:7][C:6]=12.[CH2:25]([Sn](CCCC)(CCCC)C=C)[CH2:26]CC.C([O-])([O-])=O.[K+].[K+]>[Cl-].C([N+](CC)(CC)CC)C.C1COCC1.O.ClCCl.Cl[Pd](Cl)([P](C1C=CC=CC=1)(C1C=CC=CC=1)C1C=CC=CC=1)[P](C1C=CC=CC=1)(C1C=CC=CC=1)C1C=CC=CC=1>[C:11]1([C:9]2[C:8]([C:17]3[CH:24]=[CH:23][C:20]([CH:21]=[O:22])=[CH:19][CH:18]=3)=[N:7][C:6]3[N:5]([N:4]=[CH:3][C:2]=3[CH:25]=[CH2:26])[CH:10]=2)[CH:16]=[CH:15][CH:14]=[CH:13][CH:12]=1 |f:2.3.4,5.6,^1:67,86|. Procedure: 400 mg 4-(3-bromo-6-phenylpyrazolo[1,5-a]pyrimidin-5-yl)benzaldehyde (prepared as described above), 504 mg tributyl(vinyl)stannane, 176 mg tetraethylammonium chloride, 147 mg K2CO3 and 19 mg Pd(PPh3)2Cl2 were suspended in 10 mL THF under a nitrogen atmosphere. The mixture was heated (microwave irradiation) to 110° C. for 45 min. This mixture was worked up by diluting with water and extraction with dichloromethane. The combined organic layers were dried over Na2SO4 and concentrated to yield the c... The reactants are [BH3-]C#N, Cc1nccn1-c1ccc(Nc2nc3c(c(N(CCO)Cc4ccccc4)n2)CNCC3)cc1, C=O, CC(=O)O, CO, [Na+]. Product: Cc1nccn1-c1ccc(Nc2nc3c(c(N(CCO)Cc4ccccc4)n2)CN(C)CC3)cc1. As a reaction SMILES: [C:41]([BH3-:42])#[N:43].[CH2:1]([c:2]1[cH:3][cH:4][cH:5][cH:6][cH:7]1)[N:8]([CH2:9][CH2:10][OH:11])[c:12]1[c:13]2[c:14]([n:15][c:16]([NH:18][c:19]3[cH:20][cH:21][c:22](-[n:25]4[c:26]([CH3:30])[n:27][cH:28][cH:29]4)[cH:23][cH:24]3)[n:17]1)[CH2:31][CH2:32][NH:33][CH2:34]2.[CH2:39]=[O:40].[CH3:35][C:36](=[O:37])[OH:38].[CH3:45][OH:46].[Na+:44]>>[CH2:1]([c:2]1[cH:3][cH:4][cH:5][cH:6][cH:7]1)[N:8]([CH2:9][CH2:10][OH:11])[c:12]1[c:13]2[c:14]([n:15][c:16]([NH:18][c:19]3[cH:20][cH:21][c:22](-[n:25]4[c:26]([CH3:30])[n:27][cH:28][cH:29]4)[cH:23][cH:24]3)[n:17]1)[CH2:31][CH2:32][N:33]([CH3:35])[CH2:34]2. Reactants: ClC1=CC=C(C=C1)C1N(C(C2=NNC(=C21)C)=O)C2=CN(C(C=C2)=O)C (4-(4-chlorophenyl)-3-methyl-5-(1-methyl-6-oxo-1,6-dihydropyridin-3-yl)-4,5-dihydropyrrolo[3,4-c]pyrazol-6(2H)-one), [H-].[Na+] (NaH), CI (MeI). The solvent is CN(C)C=O (DMF). Run at time 30 minute. Yields the product ClC1=CC=C(C=C1)C1N(C(C2=NN(C(=C21)C)C)=O)C2=CN(C(C=C2)=O)C (4-(4-chlorophenyl)-2,3-dimethyl-5-(1-methyl-6-oxo-1,6-dihydropyridin-3-yl)-4,5-dihydropyrrolo[3,4-c]pyrazol-6(2H)-one). Isolated yield 38.6%. As a reaction SMILES: [Cl:1][C:2]1[CH:7]=[CH:6][C:5]([CH:8]2[C:15]3[C:11](=[N:12][NH:13][C:14]=3[CH3:16])[C:10](=[O:17])[N:9]2[C:18]2[CH:23]=[CH:22][C:21](=[O:24])[N:20]([CH3:25])[CH:19]=2)=[CH:4][CH:3]=1.[H-].[Na+].[CH3:28]I>CN(C=O)C>[Cl:1][C:2]1[CH:7]=[CH:6][C:5]([CH:8]2[C:15]3[C:11](=[N:12][N:13]([CH3:28])[C:14]=3[CH3:16])[C:10](=[O:17])[N:9]2[C:18]2[CH:23]=[CH:22][C:21](=[O:24])[N:20]([CH3:25])[CH:19]=2)=[CH:4][CH:3]=1 |f:1.2|. Reported procedure: To a stirred solution of 4-(4-chlorophenyl)-3-methyl-5-(1-methyl-6-oxo-1,6-dihydropyridin-3-yl)-4,5-dihydropyrrolo[3,4-c]pyrazol-6(2H)-one (Example 2) (25 mg, 0.070 mmol) in DMF (1 mL) under Ar was added NaH (3.38 mg, 0.085 mmol). The reaction mixture was stirred at rt for 30 min and MeI (6.61 μL, 0.106 mmol) was added. After 1 hr at rt, the reaction mixture was quenched with a saturated aq. NaHCO3 solution and extracted with EtOAc. The combined organic layers were washed with a saturated aq. Na... Starting materials: Cl (Hydrochloride), C (charcoal), acid chloride, N1=CC(=CC=C1)C1SCC=2N1C=CC2C(=O)O ((+)-3-(3-pyridyl)-1H,3H-pyrrolo[1,2-c]thiazole-7-carboxylic acid), NC=1C=C(C(=O)C2=CC=CC=C2)C=CC1 (3-aminobenzophenone). Run in C(C)O.O (ethanol water), mixture, O1CCOCC1 (dioxane), C(C)N(CC)CC (triethylamine). Reaction conditions: temperature 60 celsius, time 30 minute. Product: C(C1=CC=CC=C1)(=O)C=1C=C(C=CC1)NC(=O)C=1C=CN2C(SCC21)C=2C=NC=CC2 ((+)-N-(3-benzoylphenyl)-3-(3-pyridyl)-1H,2H-pyrrolo[1,2-c]thiazole-7-carboxamide). As a reaction SMILES: Cl.[N:2]1[CH:7]=[CH:6][CH:5]=[C:4]([CH:8]2[N:12]3[CH:13]=[CH:14][C:15]([C:16]([OH:18])=O)=[C:11]3[CH2:10][S:9]2)[CH:3]=1.[NH2:19][C:20]1[CH:21]=[C:22]([CH:31]=[CH:32][CH:33]=1)[C:23]([C:25]1[CH:30]=[CH:29][CH:28]=[CH:27][CH:26]=1)=[O:24].C>O1CCOCC1.C(O)C.O.C(N(CC)CC)C>[C:23]([C:22]1[CH:21]=[C:20]([NH:19][C:16]([C:15]2[CH:14]=[CH:13][N:12]3[C:11]=2[CH2:10][S:9][CH:8]3[C:4]2[CH:3]=[N:2][CH:7]=[CH:6][CH:5]=2)=[O:18])[CH:33]=[CH:32][CH:31]=1)(=[O:24])[C:25]1[CH:26]=[CH:27][CH:28]=[CH:29][CH:30]=1 |f:5.6|. Procedure: Hydrochloride of the acid chloride derived from (+)-3-(3-pyridyl)-1H,3H-pyrrolo[1,2-c]thiazole-7-carboxylic acid (24.5 g) is added, at a temperature between 60° and 72° C., to a solution of 3-aminobenzophenone (16.1 g) and triethylamine (16.5 g) in dioxane (420 cc) which is heated to a temperature in the vicinity of 60° C., in the course of 5 minutes. The suspension obtained is heated, with stirring, at a temperature in the vicinity of 100° C. for 6 hours and 30 minutes and then stirred at a tem... Starting materials: C(C)(C)(C)OC(NC1(CCC1)C1=CC=C(C=C1)C1=NC=2CCNC(C2C=C1C1=CC=CC=C1)=S)=O (tert-butyl(1-(4-(3-phenyl-5-thioxo-5,6,7,8-tetrahydro-1,6-naphthyridin-2-yl)phenyl)cyclobutyl)carbamate), C(C)O (ethanol). Reagents/catalysts: [Ni] (Raney Nickel). Yields the product C(C)(C)(C)OC(NC1(CCC1)C1=CC=C(C=C1)C1=NC=2CCN(CC2C=C1C1=CC=CC=C1)CC)=O (tert-butyl(1-(4-(6-ethyl-3-phenyl-5,6,7,8-tetrahydro-1,6-naphthyridin-2-yl)phenyl)cyclobutyl)carbamate). Isolated yield 74.0%. As a reaction SMILES: [C:1]([O:5][C:6](=[O:35])[NH:7][C:8]1([C:12]2[CH:17]=[CH:16][C:15]([C:18]3[C:27]([C:28]4[CH:33]=[CH:32][CH:31]=[CH:30][CH:29]=4)=[CH:26][C:25]4[C:24](=S)[NH:23][CH2:22][CH2:21][C:20]=4[N:19]=3)=[CH:14][CH:13]=2)[CH2:11][CH2:10][CH2:9]1)([CH3:4])([CH3:3])[CH3:2].[CH2:36](O)[CH3:37]>[Ni]>[C:1]([O:5][C:6](=[O:35])[NH:7][C:8]1([C:12]2[CH:17]=[CH:16][C:15]([C:18]3[C:27]([C:28]4[CH:33]=[CH:32][CH:31]=[CH:30][CH:29]=4)=[CH:26][C:25]4[CH2:24][N:23]([CH2:36][CH3:37])[CH2:22][CH2:21][C:20]=4[N:19]=3)=[CH:14][CH:13]=2)[CH2:11][CH2:10][CH2:9]1)([CH3:4])([CH3:3])[CH3:2]. Procedure: To a solution of tert-butyl(1-(4-(3-phenyl-5-thioxo-5,6,7,8-tetrahydro-1,6-naphthyridin-2-yl)phenyl)cyclobutyl)carbamate (41 mg, 0.08 mmol) in dry ethanol (1 mL) was added Raney Nickel (1 mL) under nitrogen. The resulting mixture was heated under reflux for 4 h. After cooled down to room temperature, the mixture was filtered on celite (rinse few times with ethanol) and concentrated to dryness under reduced pressure to give the title compound (28 mg, 74%). 1H NMR (500 MHz, CDCl3): 7.29 (1H, s), 7... The reactants are [OH-].[Na+] (sodium hydroxide), COCC1CN(C(O1)=O)C1=CC=C(C=C1)Br ((RS)-5-methoxymethyl-3-(4-bromo-phenyl)-oxazolidin-2-one), C1(=CC=CC=C1)P(C1=CC=CC=C1)C1=CC=CC=C1 (triphenylphosphine), [Cl-].[Li+] (lithium chloride), C(C)(C)(C)C1=CC(=CC(=C1O)C(C)(C)C)C (2,6-di-tert-butyl-p-cresol), C(CCC)[Sn](C1CC1)(CCCC)CCCC (tributyl-cyclopropylstannane). The reagents and catalysts are C1([P]([Pd][P](C2=CC=CC=C2)(C3=CC=CC=C3)C4=CC=CC=C4)(C5=CC=CC=C5)C6=CC=CC=C6)=CC=CC=C1 (bis(triphenylphosphine)palladium). The solvent is O (water), CN(C)C=O (DMF). Product: C1(CC1)C1=CC=C(C=C1)N1C(OC(C1)COC)=O ((RS)-3-(4-Cyclopropyl-phenyl)-5-methoxymethyl-oxazolidin-2-one). Isolated yield 19.3%. As a reaction SMILES: [CH3:1][O:2][CH2:3][CH:4]1[O:8][C:7](=[O:9])[N:6]([C:10]2[CH:15]=[CH:14][C:13](Br)=[CH:12][CH:11]=2)[CH2:5]1.C1(P([C:30]2[CH:35]=[CH:34]C=CC=2)C2C=CC=CC=2)C=CC=CC=1.[Cl-].[Li+].C(C1C(O)=C(C(C)(C)C)C=C(C)C=1)(C)(C)C.C([Sn](CCCC)(CCCC)C1CC1)CCC.[OH-].[Na+]>CN(C=O)C.C1(C=CC=CC=1)[P](C1C=CC=CC=1)(C1C=CC=CC=1)[Pd][P](C1C=CC=CC=1)(C1C=CC=CC=1)C1C=CC=CC=1.O>[CH:34]1([C:13]2[CH:14]=[CH:15][C:10]([N:6]3[CH2:5][CH:4]([CH2:3][O:2][CH3:1])[O:8][C:7]3=[O:9])=[CH:11][CH:12]=2)[CH2:35][CH2:30]1 |f:2.3,6.7,^1:82,96|. Procedure: 3.0 g (10.48 mmol) of (RS)-5-methoxymethyl-3-(4-bromo-phenyl)-oxazolidin-2-one, 6.29 g (6.29 mmol) of triphenylphosphine, 0.88 g (1.25 mmol) of bis(triphenylphosphine)palladium-II dichloride, 3.73 g of lithium chloride, 1 spatula tip of 2,6-di-tert-butyl-p-cresol and 6.94 g of tributyl-cyclopropylstannane in 50 ml of DMF were stirred at 120° for 6 hours. The reaction mixture was treated with water and 1N sodium hydroxide solution and extracted with ether. The crude product obtained was chromatog...